Dataset: the Open Reaction Database (ORD), a public repository of structured organic reaction records. Task: describe an organic reaction: reactants, conditions, products, and yield Reactants: resultant mixture, S(O)(O)(=O)=O (sulfuric acid), NC=1SC=C(N1)C(=O)OCC (ethyl 2-aminothiazole-4-carboxylate), [Br-].[Na+] (sodium bromide), N(=O)[O-].[Na+] (sodium nitrite). Reagents/catalysts: S(=O)(=O)([O-])[O-].[Cu+2] (copper sulfate). The solvent is CCOCC (Ether), ice water. Yields the product BrC=1SC=C(N1)C(=O)OCC (Ethyl 2-Bromothiazole-4-carboxylate). As a reaction SMILES: S(=O)(=O)(O)O.N[C:7]1[S:8][CH:9]=[C:10]([C:12]([O:14][CH2:15][CH3:16])=[O:13])[N:11]=1.[Br-:17].[Na+].N([O-])=O.[Na+]>S([O-])([O-])(=O)=O.[Cu+2].CCOCC>[Br:17][C:7]1[S:8][CH:9]=[C:10]([C:12]([O:14][CH2:15][CH3:16])=[O:13])[N:11]=1 |f:2.3,4.5,6.7|. Reported procedure: To a sulfuric acid solution (120 mL) of ethyl 2-aminothiazole-4-carboxylate (7.47 g), copper sulfate (10.91 g) and sodium bromide (8.12 g), a solution of sodium nitrite (3.63 g) in ice water was added dropwise over 15 minutes under ice cooling. The resultant mixture was stirred for 30 minutes and for 2 hours at room temperature. Ether was added to the reaction mixture, and the mixture was washed with water. The resultant water layer was neutralized with sodium hydroxide and extracted with ether.... The reactants are BrC1=C(C(=NC(=C1)Br)C1=C(C=CC=C1)Cl)CBr (4,6-Dibromo-3-(bromomethyl)-2-(2-chlorophenyl)pyridine), solution, C[Si](N[Si](C)(C)C)(C)C.[Li] (lithium hexamethyldisilazane), C(C)(=O)OC(C)(C)C (t-Butyl acetate). RXN SMILES: C[Si](C)(C)N[Si](C)(C)C.[Li].[C:11]([O:14][C:15]([CH3:18])([CH3:17])[CH3:16])(=[O:13])[CH3:12].Br[C:20]1[CH:25]=[C:24]([Br:26])[N:23]=[C:22]([C:27]2[CH:32]=[CH:31][CH:30]=[CH:29][C:28]=2[Cl:33])[C:21]=1[CH2:34]Br>C1COCC1>[Br:26][C:24]1[N:23]=[C:22]([C:27]2[CH:32]=[CH:31][CH:30]=[CH:29][C:28]=2[Cl:33])[C:21]([CH2:34][CH2:12][C:11]([O:14][C:15]([CH3:18])([CH3:17])[CH3:16])=[O:13])=[CH:20][CH:25]=1 |f:0.1,^1:9|. Product: BrC1=CC=C(C(=N1)C1=C(C=CC=C1)Cl)CCC(=O)OC(C)(C)C (tert-Butyl 3-[6-bromo-2-(2-chlorophenyl)pyridin-3-yl]propanoate). Run in C1CCOC1 (THF), C1CCOC1 (THF), C1CCOC1 (THF). Procedure details: To 25 mL of THF at −78° C. was added 26.6 mL of a 1.0M solution of lithium hexamethyldisilazane in THF. t-Butyl acetate (4.47 mL) was added dropwise to the cold solution, and the mixture was stirred for 10 min at −78° C. 4,6-Dibromo-3-(bromomethyl)-2-(2-chlorophenyl)pyridine (9.74 g) in 25 mL of THF was added dropwise over 15 min. The mixture was stirred 20 min at −78° C., then quenched by addition of 5 mL of saturated aqueous NaHCO3. The mixture was warmed to rt, diluted with 200 mL of saturate... Run at temperature -78 celsius, time 10 minute. The reactants are C(C)(C)(C)C=1C(C(=CC(C1)=NC1=CC=C(C=C1)CCC(=O)O)C(C)(C)C)=O (3-[4-(2,6-di-tertiary-butylcyclohexadienon-4-ylideneamino)phenyl]propionic acid), C(C)O (ethanol), [H][H] (Hydrogen). Reagents/catalysts: [Pd] (palladium on charcoal). Solvent: CCCCCC (hexane). Yields the product C(C)(C)(C)C=1C=C(C=C(C1O)C(C)(C)C)NC1=CC=C(C=C1)CCC(=O)O (3-[N-(3,5-di-tertiary-butyl-4-hydroxyphenyl)-4-aminophenyl]propionic acid). Yield: 77.1%. Reaction SMILES: [C:1]([C:5]1[C:6](=[O:27])[C:7]([C:23]([CH3:26])([CH3:25])[CH3:24])=[CH:8][C:9](=[N:11][C:12]2[CH:17]=[CH:16][C:15]([CH2:18][CH2:19][C:20]([OH:22])=[O:21])=[CH:14][CH:13]=2)[CH:10]=1)([CH3:4])([CH3:3])[CH3:2].C(O)C.[H][H]>[Pd].CCCCCC>[C:1]([C:5]1[CH:10]=[C:9]([NH:11][C:12]2[CH:17]=[CH:16][C:15]([CH2:18][CH2:19][C:20]([OH:22])=[O:21])=[CH:14][CH:13]=2)[CH:8]=[C:7]([C:23]([CH3:26])([CH3:25])[CH3:24])[C:6]=1[OH:27])([CH3:2])([CH3:3])[CH3:4]. Procedure details: A mixture of 4.0 g of 3-[4-(2,6-di-tertiary-butylcyclohexadienon-4-ylideneamino)phenyl]propionic acid, 200 ml of ethanol of 0.1 g of 10% palladium on charcoal catalyst was placed on a Paar apparatus. Hydrogen uptake was complete after 30 minutes. Under a nitrogen atmosphere, the reaction mixture was filtered to remove catalyst. The filtrate was evaporated to give an oil which was coevaporated with hexane to remove all traces of ethanol and then triturated with hexane to give a light orange cryst... The reactants are C(C)OC(C1=CC=C(C=C1)C=CC1=CC(=C(C=C1)OCOC)OCOC)=O (4-[2-(3,4-bis-methoxymethoxy-phenyl)-vinyl]-benzoic acid ethyl ester), [OH-].[Na+] (NaOH). Run in CO (MeOH). Conditions: time 8 hour. Product: COCOC=1C=C(C=CC1OCOC)C=CC1=CC=C(C(=O)O)C=C1 (4-[2-(3,4-Bis-methoxymethoxy-phenyl)-vinyl]-benzoic Acid). As a reaction SMILES: C([O:3][C:4](=[O:27])[C:5]1[CH:10]=[CH:9][C:8]([CH:11]=[CH:12][C:13]2[CH:18]=[CH:17][C:16]([O:19][CH2:20][O:21][CH3:22])=[C:15]([O:23][CH2:24][O:25][CH3:26])[CH:14]=2)=[CH:7][CH:6]=1)C.[OH-].[Na+]>CO>[CH3:26][O:25][CH2:24][O:23][C:15]1[CH:14]=[C:13]([CH:12]=[CH:11][C:8]2[CH:7]=[CH:6][C:5]([C:4]([OH:27])=[O:3])=[CH:10][CH:9]=2)[CH:18]=[CH:17][C:16]=1[O:19][CH2:20][O:21][CH3:22] |f:1.2|. Procedure details: To a solution of 4-[2-(3,4-bis-methoxymethoxy-phenyl)-vinyl]-benzoic acid ethyl ester (1.0 mmol) in MeOH (20 mL) was added 10% NaOH solution (3 eq). The resulting suspension was vigorously stirred for 8 h at room temperature. The mixture was then quenched by adding saturated NaH2PO4 (50 mL). The mixture was extracted with EtOAc (3×50 mL) and the combined organic layers were dried over Na2SO4. The crude product was purified on a short silica gel column. Reactants: ClC1=CC=C(C=C1)NC1=NN=C(C2=CC=CC=C12)OCC1=CC=NC=C1 (1-(4-chlorophenylamino)-4-(4-pyridylmethoxy)phthalazine), C(=O)N (formamide). Run in ClCCl.CC(=O)C.C(C)N(CC)CC (dichloromethane acetone triethylamine). The product is ClC1=CC=C(C=C1)NC1=NN=C(C2=CC=CC=C12)OCC1=CC(=NC=C1)C(=O)N (4-[4-(4-Chlorophenylamino)phthalazin-1-yloxymethyl]pyridin-2-yl carboxylic acid amide). Yield: 10.0%. Reaction SMILES: [Cl:1][C:2]1[CH:7]=[CH:6][C:5]([NH:8][C:9]2[C:18]3[C:13](=[CH:14][CH:15]=[CH:16][CH:17]=3)[C:12]([O:19][CH2:20][C:21]3[CH:26]=[CH:25][N:24]=[CH:23][CH:22]=3)=[N:11][N:10]=2)=[CH:4][CH:3]=1.[CH:27]([NH2:29])=[O:28]>ClCCl.CC(C)=O.C(N(CC)CC)C>[Cl:1][C:2]1[CH:7]=[CH:6][C:5]([NH:8][C:9]2[C:18]3[C:13](=[CH:14][CH:15]=[CH:16][CH:17]=3)[C:12]([O:19][CH2:20][C:21]3[CH:22]=[CH:23][N:24]=[C:25]([C:27]([NH2:29])=[O:28])[CH:26]=3)=[N:11][N:10]=2)=[CH:4][CH:3]=1 |f:2.3.4|. Procedure: The general procedure used for the preparation of Example 4 was used to prepare 5 from 1-(4-chlorophenylamino)-4-(4-pyridylmethoxy)phthalazine and formamide; (10% yield). TLC (dichloromethane/acetone/triethylamine 7.5:1.0:0.5): Rf=0.42.